From a dataset of the Open Reaction Database (ORD), a public repository of structured organic reaction records. describe an organic reaction: reactants, conditions, products, and yield Conditions: time 10 minute. Yields the product NC1=NC=NN2C1=CC=C2CN2CC(CC2)O (1-[(4-Aminopyrrolo[2,1-f][1,2,4]triazin-7-yl)methyl]pyrrolidin-3-ol). The solvent is C(C)(=O)O (acetic acid), C(C)(=O)O (acetic acid). Reaction SMILES: [NH:1]1[CH2:5][CH2:4][CH:3]([OH:6])[CH2:2]1.[CH2:7]=O.[N:9]1[N:10]2[CH:18]=[CH:17][CH:16]=[C:11]2[C:12]([NH2:15])=[N:13][CH:14]=1>C(O)(=O)C>[NH2:15][C:12]1[C:11]2=[CH:16][CH:17]=[C:18]([CH2:7][N:1]3[CH2:5][CH2:4][CH:3]([OH:6])[CH2:2]3)[N:10]2[N:9]=[CH:14][N:13]=1. Starting materials: N1CC(CC1)O (3-Pyrrolidinol), C=O (formalin), N=1N2C(C(=NC1)N)=CC=C2 (pyrrolo[2,1-f][1,2,4]triazin-4-amine). Procedure details: 3-Pyrrolidinol (1.56 g, 17.9 mmol) and 37% formalin solution (1.45 g, 17.9 mmol) were dissolved in acetic acid (75 mL) and stirred at room temperature for 10 min. To this solution was added a solution of pyrrolo[2,1-f][1,2,4]triazin-4-amine (2.0 g, 14.9 mmol) in acetic acid (75 mL), and the mixture was stirred at 60° C. for 4 h. After evaporation, the residue was taken up in 200 mL of 1 N aqueous potassium carbonate solution and extracted with ethyl acetate (3×200 mL). The combined organic layer... Reactants: [Br-], Brc1cn[nH]c1, CCOCC, CCCC[N+](CCCC)(CCCC)CCCC, ClCc1ccccc1, Cl, [K+], [OH-], O. Yields the product Brc1cnn(Cc2ccccc2)c1. Reaction SMILES: [Br-:18].[Br:1][c:2]1[cH:3][n:4][nH:5][cH:6]1.[CH2:37]([O:38][CH2:39][CH3:40])[CH3:41].[CH3:19][CH2:20][CH2:21][CH2:22][N+:23]([CH2:24][CH2:25][CH2:26][CH3:27])([CH2:28][CH2:29][CH2:30][CH3:31])[CH2:32][CH2:33][CH2:34][CH3:35].[Cl:9][CH2:10][c:11]1[cH:12][cH:13][cH:14][cH:15][cH:16]1.[ClH:17].[K+:8].[OH-:7].[OH2:36]>>[Br:1][c:2]1[cH:3][n:4]([CH2:10][c:11]2[cH:12][cH:13][cH:14][cH:15][cH:16]2)[n:5][cH:6]1. Starting materials: C1CO1, NC(CS)C(=O)O, [Na+], [OH-], O. Yields the product O=C(O)C(CS)NCCO. RXN SMILES: [CH2:10]1[CH2:11][O:12]1.[NH2:1][CH:2]([CH2:3][SH:4])[C:5]([OH:6])=[O:7].[Na+:9].[OH-:8].[OH2:13]>>[NH:1]([CH:2]([CH2:3][SH:4])[C:5]([OH:6])=[O:7])[CH2:10][CH2:11][OH:12]. The yield is 51.0%. RXN SMILES: [ClH:1].[NH2:2][C:3]1[S:4][CH2:5][C@@H:6]2[CH2:11][O:10][CH2:9][C@:7]2([C:12]2[CH:13]=[C:14]([NH:19][C:20](=[O:28])[C:21]3[CH:26]=[CH:25][C:24]([F:27])=[CH:23][N:22]=3)[CH:15]=[C:16]([F:18])[CH:17]=2)[N:8]=1>ClCCl.[OH-].[Na+].CO>[ClH:1].[ClH:1].[NH2:2][C:3]1[S:4][CH2:5][C@@H:6]2[CH2:11][O:10][CH2:9][C@:7]2([C:12]2[CH:13]=[C:14]([NH:19][C:20](=[O:28])[C:21]3[CH:26]=[CH:25][C:24]([F:27])=[CH:23][N:22]=3)[CH:15]=[C:16]([F:18])[CH:17]=2)[N:8]=1 |f:3.4,6.7.8|. Procedure: The mixture is cooled to room temperature and stirring is continued for 3 days. The mixture is diluted with dichloromethane and aqueous 0.1 M NaOH and is extracted five times with dichloromethane. The combined organic phase is diluted with MeOH to make a homogenous solution, dried over sodium sulfate, filtered, and the solvent is removed under reduced pressure to give a residue that is purified on silica gel with 5% methanol in dichloromethane to give the title compound as the freebase (0.109 g,... Run in CO (methanol), ClCCl (dichloromethane), [OH-].[Na+] (NaOH). Yields the product Cl.Cl.NC=1SC[C@H]2[C@@](N1)(COC2)C=2C=C(C=C(C2)F)NC(C2=NC=C(C=C2)F)=O (N-(3-((4aS,7aS)-2-Amino-4a,5,7,7a-tetrahydro-4H-furo[3,4-d][1,3]thiazin-7a-yl)-5-fluorophenyl)-5-fluoropicolinamide dihydrochloride). The reactants are Cl (Hydrogen chloride), NC=1SC[C@H]2[C@@](N1)(COC2)C=2C=C(C=C(C2)F)NC(C2=NC=C(C=C2)F)=O (N-(3-((4aS,7aS)-2-amino-4a,5,7,7a-tetrahydro-4H-furo[3,4-d][1,3]thiazin-7a-yl)-5-fluorophenyl)-5-fluoropicolinamide). Reaction conditions: time 3 day.